This data is from the Open Reaction Database (ORD), a public repository of structured organic reaction records. The task is: describe an organic reaction: reactants, conditions, products, and yield Starting materials: C1CCNCC1, COC(=O)COc1c(C(=O)Cl)sc(Br)c1Br. Yields the product COC(=O)COc1c(C(=O)N2CCCCC2)sc(Br)c1Br. RXN SMILES: [CH2:17]1[CH2:18][CH2:19][NH:20][CH2:21][CH2:22]1.[CH3:1][O:2][C:3]([CH2:4][O:5][c:6]1[c:7]([C:13](=[O:14])[Cl:15])[s:8][c:9]([Br:12])[c:10]1[Br:11])=[O:16]>>[CH3:1][O:2][C:3]([CH2:4][O:5][c:6]1[c:7]([C:13](=[O:14])[N:20]2[CH2:19][CH2:18][CH2:17][CH2:22][CH2:21]2)[s:8][c:9]([Br:12])[c:10]1[Br:11])=[O:16]. The reactants are C1=CC=CC=C1 (Benzene), C1(=C(C(=CC(=C1)C)C)NCC1=C(C2=CC=CC=C2C=C1)C1=CC=CC(=N1)C=O)C (6-{2-[(Mesitylamino)methyl]-1-naphthyl}pyridine-2-carbaldehyde), C(C)(C)C1=C(N)C(=CC=C1)C(C)C (2,6-diisopropylaniline), O.C1(=CC=C(C=C1)S(=O)(=O)O)C (p-toluenesulfonic acid monohydrate). The solvent is CCOCC (Et2O). Reaction conditions: temperature -20 celsius, time 2 hour. The product is C(C)(C)C1=C(C(=CC=C1)C(C)C)N=CC1=CC=CC(=N1)C1=C(C=CC2=CC=CC=C12)CNC1=C(C=C(C=C1C)C)C (N-((1-(6-((2,6-Diisopropylphenylimino)methyl)pyridin-2-yl)naphthalen-2-yl)methyl)-2,4,6-trimethylaniline). RXN SMILES: C1C=CC=CC=1.[C:7]1([CH3:35])[CH:12]=[C:11]([CH3:13])[CH:10]=[C:9]([CH3:14])[C:8]=1[NH:15][CH2:16][C:17]1[CH:26]=[CH:25][C:24]2[C:19](=[CH:20][CH:21]=[CH:22][CH:23]=2)[C:18]=1[C:27]1[N:32]=[C:31]([CH:33]=O)[CH:30]=[CH:29][CH:28]=1.[CH:36]([C:39]1[CH:45]=[CH:44][CH:43]=[C:42]([CH:46]([CH3:48])[CH3:47])[C:40]=1[NH2:41])([CH3:38])[CH3:37].O.C1(C)C=CC(S(O)(=O)=O)=CC=1>CCOCC>[CH:46]([C:42]1[CH:43]=[CH:44][CH:45]=[C:39]([CH:36]([CH3:38])[CH3:37])[C:40]=1[N:41]=[CH:33][C:31]1[N:32]=[C:27]([C:18]2[C:19]3[C:24](=[CH:23][CH:22]=[CH:21][CH:20]=3)[CH:25]=[CH:26][C:17]=2[CH2:16][NH:15][C:8]2[C:7]([CH3:35])=[CH:12][C:11]([CH3:13])=[CH:10][C:9]=2[CH3:14])[CH:28]=[CH:29][CH:30]=1)([CH3:48])[CH3:47] |f:3.4|. Reported procedure: Benzene (200 mL) was added to compound 5b (6.69 g, 17.6 mmol), and 2,6-diisopropylaniline (3.12 g, 17.6 mmol), and p-toluenesulfonic acid monohydrate (5 mg) in a 500 mL round-bottomed flask fitted with a Dean-Stark trap. The mixture was heated to reflux under nitrogen. After 2 hours, 1H NMR spectroscopy of an aliquot indicated that the reaction had proceeded to around 90% completion. All but about 50 mL of the benzene was removed by distillation and toluene (200 mL) was added. The mixture was he... Starting materials: ClC1=CC(=C(C=2C=3CCCCC3NC12)C(=O)OC)C(=O)OC (dimethyl 1-chloro-5,6,7,8-tetrahydrocarbazole-3,4-dicarboxylate), C(#N)C1=C(C(=O)C(=C(C1=O)Cl)Cl)C#N (DDQ). Run in ClC1=C(C=CC=C1)Cl (o-dichlorobenzene). Yields the product ClC1=CC(=C(C=2C3=CC=CC=C3NC12)C(=O)OC)C(=O)OC (dimethyl 1-chlorocarbazole-3,4-dicarboxylate). Isolated yield 81.0%. RXN SMILES: [Cl:1][C:2]1[C:14]2[NH:13][C:12]3[CH2:11][CH2:10][CH2:9][CH2:8][C:7]=3[C:6]=2[C:5]([C:15]([O:17][CH3:18])=[O:16])=[C:4]([C:19]([O:21][CH3:22])=[O:20])[CH:3]=1.C(C1C(=O)C(Cl)=C(Cl)C(=O)C=1C#N)#N>ClC1C=CC=CC=1Cl>[Cl:1][C:2]1[C:14]2[NH:13][C:12]3[C:7](=[CH:8][CH:9]=[CH:10][CH:11]=3)[C:6]=2[C:5]([C:15]([O:17][CH3:18])=[O:16])=[C:4]([C:19]([O:21][CH3:22])=[O:20])[CH:3]=1. Procedure: To 5 ml of o-dichlorobenzene were added 50 mg of dimethyl 1-chloro-5,6,7,8-tetrahydrocarbazole-3,4-dicarboxylate and 80 mg of DDQ. The mixture was refluxed for 1 hour. The solvent was removed by distillation under reduced pressure. The residue was purified by column chromatography (eluant: toluene/ethyl acetate=1/0 to 20/1) to obtain 40 mg (yield: 81%) of dimethyl 1-chlorocarbazole-3,4-dicarboxylate as colorless crystals. Reactants: C(C=C)(=O)OCCCCCCCCCCCCCCCCCCCCCC (behenyl acrylate), C(C(=C)C)(=O)OCCCCCCCCCCCC (lauryl methacrylate). Solvent: C=1(C(=CC=CC1)C)C (Xylene). Run at temperature 60 celsius. Yields the product C(C=C)(=O)OCCCCCCCCCCCCCCCCCCCCCC.C(C(=C)C)(=O)OCCCCCCCCCCCC.C(C)(=O)OC=C (behenyl acrylate lauryl methacrylate vinyl acetate). RXN SMILES: [C:1]([O:5][CH2:6][CH2:7][CH2:8][CH2:9][CH2:10][CH2:11][CH2:12][CH2:13][CH2:14][CH2:15][CH2:16][CH2:17][CH2:18][CH2:19][CH2:20][CH2:21][CH2:22][CH2:23][CH2:24][CH2:25][CH2:26][CH3:27])(=[O:4])[CH:2]=[CH2:3].[C:28]([O:33][CH2:34][CH2:35][CH2:36][CH2:37][CH2:38][CH2:39][CH2:40][CH2:41][CH2:42][CH2:43][CH2:44][CH3:45])(=[O:32])[C:29]([CH3:31])=[CH2:30]>C1(C)C(C)=CC=CC=1>[C:1]([O:5][CH2:6][CH2:7][CH2:8][CH2:9][CH2:10][CH2:11][CH2:12][CH2:13][CH2:14][CH2:15][CH2:16][CH2:17][CH2:18][CH2:19][CH2:20][CH2:21][CH2:22][CH2:23][CH2:24][CH2:25][CH2:26][CH3:27])(=[O:4])[CH:2]=[CH2:3].[C:28]([O:33][CH2:34][CH2:35][CH2:36][CH2:37][CH2:38][CH2:39][CH2:40][CH2:41][CH2:42][CH2:43][CH2:44][CH3:45])(=[O:32])[C:29]([CH3:31])=[CH2:30].[C:1]([O:5][CH:6]=[CH2:7])(=[O:4])[CH3:2] |f:3.4.5|. Procedure: Xylene (15 g), behenyl acrylate (15 g) and lauryl methacrylate (2 g), are charged to a reactor equipped with a stirrer, a heater, a thermometer and a nitrogen-bubbling duct. The reactor is flushed with nitrogen gas and sealed. Then vinyl acetate (2 g) is charged. The reactor is heated to 60° C. and 2,2′-azobis(2-methyl, ethyl-propionitrile) (0.06 g) is added. The reaction mixture is heated in the closed system at 80° C. for two hours to provide behenyl acrylate/lauryl methacrylate/vinyl acetate ... Reactants: Cl.C1(=CC=CC=C1)C1CCNCCC1 (4-phenylazepane hydrochloride), ClC=1C=CC=2N(N1)C(=NN2)C(F)(F)Cl (6-chloro-3-[chloro(difluoro)methyl]-[1,2,4]triazolo[4,3-b]pyridazine). Yields the product ClC(C1=NN=C2N1N=C(C=C2)N2CCC(CCC2)C2=CC=CC=C2)(F)F (3-[chloro(difluoro)methyl]-6-(4-phenylazepan-1-yl)[1,2,4]triazolo[4,3-b]pyridazine). Isolated yield 69.0%. RXN SMILES: Cl.[C:2]1([CH:8]2[CH2:14][CH2:13][CH2:12][NH:11][CH2:10][CH2:9]2)[CH:7]=[CH:6][CH:5]=[CH:4][CH:3]=1.Cl[C:16]1[CH:17]=[CH:18][C:19]2[N:20]([C:22]([C:25]([Cl:28])([F:27])[F:26])=[N:23][N:24]=2)[N:21]=1>>[Cl:28][C:25]([F:26])([F:27])[C:22]1[N:20]2[N:21]=[C:16]([N:11]3[CH2:12][CH2:13][CH2:14][CH:8]([C:2]4[CH:7]=[CH:6][CH:5]=[CH:4][CH:3]=4)[CH2:9][CH2:10]3)[CH:17]=[CH:18][C:19]2=[N:24][N:23]=1 |f:0.1|. Reported procedure: A mixture of 4-phenylazepane hydrochloride and 6-chloro-3-[chloro(difluoro)methyl]-[1,2,4]triazolo[4,3-b]pyridazine was allowed to react by an analogous method to Example 331 to give 3-[chloro(difluoro)methyl]-6-(4-phenylazepan-1-yl)[1,2,4]triazolo[4,3-b]pyridazine in 69% yield. Reactants: CC(C)O, [N-]=[N+]=NCC(CO)(COC(C(F)(F)F)(C(F)(F)F)C(F)(F)F)COC(C(F)(F)F)(C(F)(F)F)C(F)(F)F. The product is [N-]=[N+]=NCC(COC(C(F)(F)F)(C(F)(F)F)C(F)(F)F)(COC(C(F)(F)F)(C(F)(F)F)C(F)(F)F)C(=O)O. As a reaction SMILES: [CH3:38][CH:39]([CH3:40])[OH:41].[N:1](=[N+:2]=[N-:3])[CH2:4][C:5]([CH2:6][OH:7])([CH2:8][O:9][C:10]([C:11]([F:12])([F:13])[F:14])([C:15]([F:16])([F:17])[F:18])[C:19]([F:20])([F:21])[F:22])[CH2:23][O:24][C:25]([C:26]([F:27])([F:28])[F:29])([C:30]([F:31])([F:32])[F:33])[C:34]([F:35])([F:36])[F:37]>>[N:1](=[N+:2]=[N-:3])[CH2:4][C:5]([C:6](=[O:7])[OH:41])([CH2:8][O:9][C:10]([C:11]([F:12])([F:13])[F:14])([C:15]([F:16])([F:17])[F:18])[C:19]([F:20])([F:21])[F:22])[CH2:23][O:24][C:25]([C:26]([F:27])([F:28])[F:29])([C:30]([F:31])([F:32])[F:33])[C:34]([F:35])([F:36])[F:37]. The reactants are [Ba+2], Cc1ccccc1, O=[Mn](=O)([O-])[O-], C=C(c1ccccc1)C(O)c1ccc(Cl)cc1Cl. Product: C=C(C(=O)c1ccc(Cl)cc1Cl)c1ccccc1. RXN SMILES: [Ba+2:24].[CH3:25][c:26]1[cH:27][cH:28][cH:29][cH:30][cH:31]1.[Mn:19]([O-:20])([O-:21])(=[O:22])=[O:23].[c:1]1([C:7](=[CH2:8])[CH:9]([OH:10])[c:11]2[c:12]([Cl:18])[cH:13][c:14]([Cl:17])[cH:15][cH:16]2)[cH:2][cH:3][cH:4][cH:5][cH:6]1>>[c:1]1([C:7](=[CH2:8])[C:9](=[O:10])[c:11]2[c:12]([Cl:18])[cH:13][c:14]([Cl:17])[cH:15][cH:16]2)[cH:2][cH:3][cH:4][cH:5][cH:6]1. Starting materials: [K].SC1=CN=NN1 (5-mercapto-1,2,3-triazole potassium salt), P(=O)([O-])([O-])[O-] (phosphate), OP(=O)(O)O (H3PO4), CC(=O)OCC1=C(N2[C@@H]([C@@H](C2=O)N)SC1)C(=O)O (7-aminocephalosporanic acid), C(=O)(O)[O-].[Na+] (NaHCO3). Reaction conditions: temperature 55 celsius, time 2 hour. The product is NC1[C@@H]2N(C(=C(CS2)CSC2=CN=NN2)C(=O)O)C1=O (7-Amino-3-[S-(1,2,3-triazole-5-yl)-thiomethyl]3-cephem-4-carboxylic acid). As a reaction SMILES: [K].[SH:2][C:3]1[NH:7][N:6]=[N:5][CH:4]=1.CC(O[CH2:12][C:13]1[CH2:22][S:21][C@@H:16]2[C@H:17]([NH2:20])[C:18](=[O:19])[N:15]2[C:14]=1[C:23]([OH:25])=[O:24])=O.C([O-])(O)=O.[Na+].P([O-])([O-])([O-])=O.OP(O)(O)=O>>[NH2:20][CH:17]1[C:18](=[O:19])[N:15]2[C:14]([C:23]([OH:25])=[O:24])=[C:13]([CH2:12][S:2][C:3]3[NH:7][N:6]=[N:5][CH:4]=3)[CH2:22][S:21][C@H:16]12 |f:0.1,3.4,^1:0|. Procedure details: Ten grams (0.075 mole) of 5-mercapto-1,2,3-triazole potassium salt was added to a stirred slurry of 19 g. (0.07 mole) of purified 7-aminocephalosporanic acid and 5.9 g. (0.07 mole) of NaHCO3 in 350 ml. of 0.1M phosphate buffer (pH 6.4) and the mixture heated and stirred at 55° C. for 31/2 hours under a nitrogen atmosphere. The resulting solution was cooled to 22° C. and the pH adjusted to 5.5 with 40% H3PO4. The resulting precipitate was filtered off, washed with cold water (50 ml.) and air drie... Reactants: COC(=O)c1ccc(NC(=S)NN=C(C)c2nn(C)c(-c3ccc(C(C)(C)C)cc3)c2O)cc1[N+](=O)[O-], CO, [Na+], [OH-]. The product is CC(=NNC(=S)Nc1ccc(C(=O)O)c([N+](=O)[O-])c1)c1nn(C)c(-c2ccc(C(C)(C)C)cc2)c1O. RXN SMILES: [C:1]([CH3:2])([CH3:3])([CH3:4])[c:5]1[cH:6][cH:7][c:8](-[c:11]2[c:12]([OH:37])[c:13]([C:17]([CH3:18])=[N:19][NH:20][C:21](=[S:22])[NH:23][c:24]3[cH:25][c:26]([N+:34](=[O:35])[O-:36])[c:27]([C:28](=[O:29])[O:30][CH3:31])[cH:32][cH:33]3)[n:14][n:15]2[CH3:16])[cH:9][cH:10]1.[CH3:40][OH:41].[Na+:39].[OH-:38]>>[C:1]([CH3:2])([CH3:3])([CH3:4])[c:5]1[cH:6][cH:7][c:8](-[c:11]2[c:12]([OH:37])[c:13]([C:17]([CH3:18])=[N:19][NH:20][C:21](=[S:22])[NH:23][c:24]3[cH:25][c:26]([N+:34](=[O:35])[O-:36])[c:27]([C:28](=[O:29])[OH:30])[cH:32][cH:33]3)[n:14][n:15]2[CH3:16])[cH:9][cH:10]1.